Task: describe an organic reaction: reactants, conditions, products, and yield. Dataset: the Open Reaction Database (ORD), a public repository of structured organic reaction records Reactants: (S)-1,1-dimethylethyl ester, NC(CSCC(=O)O)CC(C)C ([(2-amino-4-methylpentyl)thio]-acetic acid), C(=O)(OCC1=CC=CC=C1)N1[C@H](C(=O)O)CCC1 (carbobenzyloxy-L-proline), ON1N=NC2=C1C=CC=C2 (1-hydroxybenzotriazole), ClCCl (dichloromethane), N,N-dicyclohexylcarbodiimide. Conditions: temperature 0 celsius, time 3 day. The product is C1(=CC=CC=C1)COC(=O)N1C(CCC1)C(=O)NC(CC(C)C)CSCC(=O)OC(C)(C)C (phenylmethyl-2-[[[1-[[[2-(1,1-dimethylethoxy)-2-oxoethyl]thio]methyl]-3-methylbutyl]amino]carbonyl]-1-pyrrolidinecarboxylate). As a reaction SMILES: [NH2:1][CH:2]([CH2:9][CH:10]([CH3:12])[CH3:11])[CH2:3][S:4][CH2:5][C:6]([OH:8])=[O:7].[C:13]([N:23]1[CH2:30][CH2:29][CH2:28][C@H:24]1[C:25]([OH:27])=O)([O:15][CH2:16][C:17]1[CH:22]=[CH:21][CH:20]=[CH:19][CH:18]=1)=[O:14].ON1C2C=C[CH:39]=[CH:40][C:35]=2N=N1.Cl[CH2:42]Cl>>[C:17]1([CH2:16][O:15][C:13]([N:23]2[CH2:30][CH2:29][CH2:28][CH:24]2[C:25]([NH:1][CH:2]([CH2:3][S:4][CH2:5][C:6]([O:8][C:40]([CH3:39])([CH3:35])[CH3:42])=[O:7])[CH2:9][CH:10]([CH3:12])[CH3:11])=[O:27])=[O:14])[CH:18]=[CH:19][CH:20]=[CH:21][CH:22]=1. Procedure: 7.51 g (0.03 mol) of (S)-1,1-dimethylethyl ester, [(2-amino-4-methylpentyl)thio]-acetic acid, 7.61 g (0.03 mol) carbobenzyloxy-L-proline, and 4.08 g (0.03 mol) 1-hydroxybenzotriazole are dissolved in 100 ml dichloromethane. The solution is cooled to 0° C. and 6.34 g (0.03 mol) of N,N-dicyclohexylcarbodiimide is added all at once. The reaction is kept at 0° C. for three days. The reaction mixture is filtered and the filtrate concentrated on a rotary evaporator. The residue is dissolved in ether, ... The reactants are ClC(Cl)Cl, [Ca+2], Cl, [Na+], [Na+], O=C([O-])[O-], [OH-], [OH-], O, Oc1cccc(Cl)c1. Yields the product O=Cc1ccc(O)cc1Cl. RXN SMILES: [CH:20]([Cl:21])([Cl:22])[Cl:23].[Ca+2:10].[ClH:18].[Na+:12].[Na+:13].[O-:14][C:15](=[O:16])[O-:17].[OH-:11].[OH-:9].[OH2:19].[OH:1][c:2]1[cH:3][cH:4][cH:5][c:6]([Cl:7])[cH:8]1>>[OH:1][c:2]1[cH:3][cH:4][c:5]([CH:15]=[O:14])[c:6]([Cl:7])[cH:8]1. RXN SMILES: [C:28](=[O:29])([O-:30])[O-:31].[C:40]([O-:41])(=[O:42])[CH3:43].[C:45]([O-:46])(=[O:47])[CH3:48].[CH3:35][N:36]([CH3:37])[CH:38]=[O:39].[CH3:3][c:4]1[n:5][n:6](-[c:10]2[cH:11][n:12][cH:13][cH:14][cH:15]2)[c:7]([NH2:9])[cH:8]1.[Cl:16][c:17]1[c:18]([C:19](=[O:20])[OH:21])[cH:22][c:23]([F:27])[c:24]([F:26])[cH:25]1.[ClH:1].[ClH:2].[ClH:34].[Cu+2:44].[K+:32].[K+:33].[OH2:49]>>[CH3:3][c:4]1[n:5][n:6](-[c:10]2[cH:11][n:12][cH:13][cH:14][cH:15]2)[c:7]([NH:9][c:17]2[c:18]([C:19](=[O:20])[OH:21])[cH:22][c:23]([F:27])[c:24]([F:26])[cH:25]2)[cH:8]1. Starting materials: O=C([O-])[O-], CC(=O)[O-], CC(=O)[O-], CN(C)C=O, Cc1cc(N)n(-c2cccnc2)n1, O=C(O)c1cc(F)c(F)cc1Cl, Cl, Cl, Cl, [Cu+2], [K+], [K+], O. Yields the product Cc1cc(Nc2cc(F)c(F)cc2C(=O)O)n(-c2cccnc2)n1. The reactants are C1N(C[C@H]2CCNC3=C([C@@H]21)C=CC=C3)C(=O)OC(C)(C)C (tert-Butyl trans-3,3a,4,5,6,10b-hexahydropyrrolo[3,4-d][1]benzazepine-2(1H)-carboxylate), ClN1C(CCC1=O)=O (N-chlorosuccinimide). The solvent is CN(C=O)C (N,N-dimethylformamide). Reaction conditions: temperature 50 celsius. Yields the product ClC1=CC=CC=2[C@H]3[C@H](CCNC21)CN(C3)C(=O)OC(C)(C)C (tert-Butyl trans-7-chloro-3,3a,4,5,6,10b-hexahydropyrrolo[3,4-d][1]benzazepine-2(1H)-carboxylate). RXN SMILES: [CH2:1]1[C@@H:10]2[C@H:4]([CH2:5][CH2:6][NH:7][C:8]3[CH:14]=[CH:13][CH:12]=[CH:11][C:9]=32)[CH2:3][N:2]1[C:15]([O:17][C:18]([CH3:21])([CH3:20])[CH3:19])=[O:16].[Cl:22]N1C(=O)CCC1=O>CN(C)C=O>[Cl:22][C:14]1[C:8]2[NH:7][CH2:6][CH2:5][C@@H:4]3[CH2:3][N:2]([C:15]([O:17][C:18]([CH3:21])([CH3:20])[CH3:19])=[O:16])[CH2:1][C@H:10]3[C:9]=2[CH:11]=[CH:12][CH:13]=1. Reported procedure: To a solution of Example 389B (172 mg, 0.60 mmol) in N,N-dimethylformamide (1 mL) was added N-chlorosuccinimide (80 mg, 0.60 mmol). The mixture was heated at 50° C. for 2 hours and purified by reversed phase HPLC (0.1% trifluoroacetic acid(aq):acetonitrile) to afford the title compound with a longer retention time than that of Example 391A. Yields the product CCOC(=O)c1c(CCO)nc2cc(OC)c(OC)cc2c1-c1ccc(OC)c(OC)c1. As a reaction SMILES: [Al+3:37].[CH3:1][O:2][c:3]1[cH:4][c:5](-[c:11]2[c:12]([C:31](=[O:32])[O:33][CH2:34][CH3:35])[c:13]([CH2:25][C:26](=[O:27])[O:28][CH2:29][CH3:30])[n:14][c:15]3[cH:16][c:17]([O:23][CH3:24])[c:18]([O:21][CH3:22])[cH:19][c:20]23)[cH:6][cH:7][c:8]1[O:9][CH3:10].[H-:36].[H-:39].[H-:40].[H-:41].[Li+:38].[O:43]1[CH2:44][CH2:45][CH2:46][CH2:47]1.[OH2:42]>>[CH3:1][O:2][c:3]1[cH:4][c:5](-[c:11]2[c:12]([C:31](=[O:32])[O:33][CH2:34][CH3:35])[c:13]([CH2:25][CH2:26][OH:27])[n:14][c:15]3[cH:16][c:17]([O:23][CH3:24])[c:18]([O:21][CH3:22])[cH:19][c:20]23)[cH:6][cH:7][c:8]1[O:9][CH3:10]. Starting materials: [Al+3], CCOC(=O)Cc1nc2cc(OC)c(OC)cc2c(-c2ccc(OC)c(OC)c2)c1C(=O)OCC, [H-], [H-], [H-], [H-], [Li+], C1CCOC1, O.